Dataset: the Open Reaction Database (ORD), a public repository of structured organic reaction records. Task: describe an organic reaction: reactants, conditions, products, and yield Reactants: C1CCOC1, Cc1cccc(C)c1-c1cccc(CO)c1, N#Cc1ccc(Cl)nc1, [H-], [Na+]. Yields the product Cc1cccc(C)c1-c1cccc(COc2ccc(C#N)cn2)c1. Reaction SMILES: [CH2:28]1[O:29][CH2:30][CH2:31][CH2:32]1.[CH3:3][c:4]1[c:5](-[c:11]2[cH:12][c:13]([CH2:17][OH:18])[cH:14][cH:15][cH:16]2)[c:6]([CH3:10])[cH:7][cH:8][cH:9]1.[Cl:19][c:20]1[n:21][cH:22][c:23]([C:24]#[N:25])[cH:26][cH:27]1.[H-:1].[Na+:2]>>[CH3:3][c:4]1[c:5](-[c:11]2[cH:12][c:13]([CH2:17][O:18][c:20]3[n:21][cH:22][c:23]([C:24]#[N:25])[cH:26][cH:27]3)[cH:14][cH:15][cH:16]2)[c:6]([CH3:10])[cH:7][cH:8][cH:9]1. The reactants are CO, CCOC(=O)CCN(C)c1ccc2cccc(CCNC(=O)Cc3ccccc3)c2c1, Cl, [K+], [K+], O=C([O-])[O-]. Product: CN(CCC(=O)O)c1ccc2cccc(CCNC(=O)Cc3ccccc3)c2c1. RXN SMILES: [CH3:39][OH:40].[CH3:7][N:8]([CH2:9][CH2:10][C:11](=[O:12])[O:13][CH2:14][CH3:15])[c:16]1[cH:17][c:18]2[c:19]([CH2:26][CH2:27][NH:28][C:29]([CH2:30][c:31]3[cH:32][cH:33][cH:34][cH:35][cH:36]3)=[O:37])[cH:20][cH:21][cH:22][c:23]2[cH:24][cH:25]1.[ClH:38].[K+:1].[K+:2].[O-:3][C:4]([O-:5])=[O:6]>>[CH3:7][N:8]([CH2:9][CH2:10][C:11](=[O:12])[OH:13])[c:16]1[cH:17][c:18]2[c:19]([CH2:26][CH2:27][NH:28][C:29]([CH2:30][c:31]3[cH:32][cH:33][cH:34][cH:35][cH:36]3)=[O:37])[cH:20][cH:21][cH:22][c:23]2[cH:24][cH:25]1. Starting materials: CO, Cl, CC(=O)c1cnc2nnn(Cc3c(F)cc4ncccc4c3F)c2n1, NOCCO. The product is CC(=NOCCO)c1cnc2nnn(Cc3c(F)cc4ncccc4c3F)c2n1. Reaction SMILES: [CH3:32][OH:33].[ClH:26].[F:1][c:2]1[c:3]2[cH:4][cH:5][cH:6][n:7][c:8]2[cH:9][c:10]([F:25])[c:11]1[CH2:12][n:13]1[n:14][n:15][c:16]2[c:17]1[n:18][c:19]([C:22]([CH3:23])=[O:24])[cH:20][n:21]2.[NH2:27][O:28][CH2:29][CH2:30][OH:31]>>[F:1][c:2]1[c:3]2[cH:4][cH:5][cH:6][n:7][c:8]2[cH:9][c:10]([F:25])[c:11]1[CH2:12][n:13]1[n:14][n:15][c:16]2[c:17]1[n:18][c:19]([C:22]([CH3:23])=[N:27][O:28][CH2:29][CH2:30][OH:31])[cH:20][n:21]2. Starting materials: CN1CC2=C(N(C=3C=CC(=CC23)C)CC(N)C2=CC=NC=C2)CC1 (2-(1,2,3,4-tetrahydro-2,8-dimethylpyrido[4,3-b]indol-5-yl)-1-(pyridin-4-yl)ethanamine), N1=CC=CC=C1 (pyridine), C(C)(=O)Cl (acetyl chloride). The solvent is C(Cl)Cl (DCM), C(Cl)Cl (DCM), C(Cl)Cl (DCM). Conditions: time 5 minute. Yields the product CN1CC2=C(N(C=3C=CC(=CC23)C)CC(C2=CC=NC=C2)NC(C)=O)CC1 (N-(2-(1,2,3,4-tetrahydro-2,8-dimethylpyrido[4,3-b]indol-5-yl)-1-(pyridin-4-yl)ethyl)acetamide). Yield: 88.4%. RXN SMILES: [CH3:1][N:2]1[CH2:24][CH2:23][C:5]2[N:6]([CH2:14][CH:15]([C:17]3[CH:22]=[CH:21][N:20]=[CH:19][CH:18]=3)[NH2:16])[C:7]3[CH:8]=[CH:9][C:10]([CH3:13])=[CH:11][C:12]=3[C:4]=2[CH2:3]1.N1C=CC=CC=1.[C:31](Cl)(=[O:33])[CH3:32]>C(Cl)Cl>[CH3:1][N:2]1[CH2:24][CH2:23][C:5]2[N:6]([CH2:14][CH:15]([NH:16][C:31](=[O:33])[CH3:32])[C:17]3[CH:18]=[CH:19][N:20]=[CH:21][CH:22]=3)[C:7]3[CH:8]=[CH:9][C:10]([CH3:13])=[CH:11][C:12]=3[C:4]=2[CH2:3]1. Reported procedure: To a solution of 2-(1,2,3,4-tetrahydro-2,8-dimethylpyrido[4,3-b]indol-5-yl)-1-(pyridin-4-yl)ethanamine (500 mg, 1.56 mmol) in DCM (5 mL) was added pyridine (185 mg, 2.3 mmol). After stirring for 5 min at RT, a solution of acetyl chloride (147.2 mg, 1.88 mmol) in DCM (0.5 mL) was added into the reaction mixture, which was stirred at RT for 16 h. The reaction mixture was diluted with DCM and washed with saturated aq NaHCO3 solution. The organic layer was dried over anhydrous sodium sulfate and con... The reactants are CCCN(CCC)C2CCc1cccc(OC)c1C2 (substrate), Br[Mg]c1ccccc1 (effective_coupling_partner). The reagents and catalysts are PPhCy2. Run at temperature 80 celsius, time 15 hour. Yields the product CCCN(CCC)C3CCc2cccc(c1ccccc1)c2C3. Starting materials: C1(=CC=CC=C1)C (toluene), C(Cl)C1CO1 (epichlorohydrin), OC1CCC(CC1)C(C)(C)C1CCC(CC1)O (perhydrobisphenol A), aqueous solution, [OH-].[Na+] (sodium hydroxide). Reagents/catalysts: [Sn](F)F (tin difluoride), C1COCCOCCOCCOCCOCCO1 (18-crown-6). Reaction conditions: temperature 145 celsius, time 12 hour. The product is C(C1CO1)OC1CCC(CC1)C(C)(C)C1CCC(CC1)OCC1CO1 (perhydrobisphenol A diglycidyl ether). The yield is 94.0%. RXN SMILES: [OH:1][CH:2]1[CH2:7][CH2:6][CH:5]([C:8]([CH:11]2[CH2:16][CH2:15][CH:14]([OH:17])[CH2:13][CH2:12]2)([CH3:10])[CH3:9])[CH2:4][CH2:3]1.[CH2:18]([CH:20]1[O:22][CH2:21]1)Cl.[OH-:23].[Na+].[C:25]1([CH3:31])C=CC=C[CH:26]=1>[Sn](F)F.C1OCCOCCOCCOCCOCCOC1>[CH2:18]([O:1][CH:2]1[CH2:3][CH2:4][CH:5]([C:8]([CH:11]2[CH2:12][CH2:13][CH:14]([O:17][CH2:31][CH:25]3[O:23][CH2:26]3)[CH2:15][CH2:16]2)([CH3:10])[CH3:9])[CH2:6][CH2:7]1)[CH:20]1[O:22][CH2:21]1 |f:2.3|. Procedure: A reactor of the kind described in Example 8 is charged with 240.4 g (1.0 mol) of perhydrobisphenol A, 3.14 g (0.02 mol) of powdered tin difluoride and 5.28 g (0.02 mol) of 18-crown-6, and the charge is heated to 145° C., whereupon the educt melts. Then, with efficient stirring 152.12 ml (1.94 mol) of epichlorohydrin are added over 30 minutes. The reaction is allowed to continue for 12 hours, then cooled to 55° C., 250 ml of toluene are added and, then, at this temperature, 155.2 g (1.94 mol) of... As a reaction SMILES: [Al+3:2].[CH2:32]1[O:33][CH2:34][CH2:35][CH2:36]1.[H-:1].[H-:4].[H-:5].[H-:6].[Li+:3].[OH2:31].[OH:7][N:8]=[C:9]1[CH2:10][CH2:11][N:12]([CH:15]2[c:16]3[c:17]([cH:26][cH:27][c:28]([Br:30])[cH:29]3)[O:18][CH2:19][c:20]3[c:21]2[cH:22][cH:23][cH:24][cH:25]3)[CH2:13][CH2:14]1>>[NH2:8][CH:9]1[CH2:10][CH2:11][N:12]([CH:15]2[c:16]3[c:17]([cH:26][cH:27][c:28]([Br:30])[cH:29]3)[O:18][CH2:19][c:20]3[c:21]2[cH:22][cH:23][cH:24][cH:25]3)[CH2:13][CH2:14]1. Reactants: [Al+3], C1CCOC1, [H-], [H-], [H-], [H-], [Li+], O, ON=C1CCN(C2c3ccccc3COc3ccc(Br)cc32)CC1. Product: NC1CCN(C2c3ccccc3COc3ccc(Br)cc32)CC1. The reactants are CCNCC(C)N1c2ccccc2Sc2ccc(C#N)cc21, CN(C)C=O, CI, [Na+], [Na+], O=C([O-])[O-]. The product is CCN(C)CC(C)N1c2ccccc2Sc2ccc(C#N)cc21. As a reaction SMILES: [CH2:1]([CH3:2])[NH:3][CH2:4][CH:5]([CH3:6])[N:7]1[c:8]2[cH:9][cH:10][cH:11][cH:12][c:13]2[S:14][c:15]2[cH:16][cH:17][c:18]([C:21]#[N:22])[cH:19][c:20]21.[CH3:31][N:32]([CH3:33])[CH:34]=[O:35].[I:29][CH3:30].[Na+:23].[Na+:24].[O-:25][C:26](=[O:27])[O-:28]>>[CH2:1]([CH3:2])[N:3]([CH2:4][CH:5]([CH3:6])[N:7]1[c:8]2[cH:9][cH:10][cH:11][cH:12][c:13]2[S:14][c:15]2[cH:16][cH:17][c:18]([C:21]#[N:22])[cH:19][c:20]21)[CH3:26].